Dataset: the Open Reaction Database (ORD), a public repository of structured organic reaction records. Task: describe an organic reaction: reactants, conditions, products, and yield The reactants are solution, BrC1=C(C=C(C(=C1)F)F)O (2-bromo-4,5-difluorophenol), COC(=C)C (2-methoxypropene), CCCCCC.C(CCC)[Li] (n-butyl lithium hexane), C(#N)C1=NC=CC=C1O[Si](C)(C)C (2-cyano-3-trimethylsilyloxypyridine). Conditions: time 1 hour. Reaction SMILES: Br[C:2]1[CH:7]=[C:6]([F:8])[C:5]([F:9])=[CH:4][C:3]=1[OH:10].C[O:12][C:13]([CH3:15])=[CH2:14].[CH3:16]CCCCC.[CH2:22]([Li])CCC.[C:27]([C:29]1[C:34]([O:35][Si](C)(C)C)=[CH:33][CH:32]=[CH:31][N:30]=1)#[N:28]>C(OCC)C>[C:13]([O:12]/[N:28]=[C:27](\[C:29]1[C:34]([OH:35])=[CH:33][CH:32]=[CH:31][N:30]=1)/[C:2]1[CH:7]=[C:6]([F:8])[C:5]([F:9])=[CH:4][C:3]=1[OH:10])([CH3:15])([CH3:16])[CH3:14].[C:13]([O:12]/[N:28]=[C:27](/[C:29]1[C:34]([OH:35])=[CH:33][CH:32]=[CH:31][N:30]=1)\[C:2]1[CH:7]=[C:6]([F:8])[C:5]([F:9])=[CH:4][C:3]=1[OH:10])([CH3:15])([CH3:22])[CH3:14] |f:2.3|. The solvent is C(C)OCC (diethyl ether). Procedure details: A mixture of 2-bromo-4,5-difluorophenol (7.27 g) and 2-methoxypropene (10 ml) was stirred for one hour at room temperature, followed by adding diethyl ether (75 ml) and cooling to -78° C. To the mixture was added dropwise, under argon atmosphere, a 1.6M solution of n-butyl lithium hexane solution (25 ml), followed by stirring for one hour. To the reaction mixture was then added dropwise 2-cyano-3-trimethylsilyloxypyridine (7.01 g). The cooling bath was removed, and the mixture was stirred for 3 ... The product is C(C)(C)(C)O\N=C(\C1=C(C=C(C(=C1)F)F)O)/C1=NC=CC=C1O ((Z)-2-(4,5-difluoro-2-hydroxybenzoyl)-3-hydroxypyridine O-t-butyloxime), C(C)(C)(C)O\N=C(/C1=C(C=C(C(=C1)F)F)O)\C1=NC=CC=C1O ((E)-2-(4,5-difluoro-2-hydroxybenzoyl)-3-hydroxypyridine O-t-butyloxime). Starting materials: CC(C)c1cc(C(C)C)c(S(=O)(=O)n2cc(CCC(=O)O)c3ccccc32)c(C(C)C)c1, ClC(Cl)Cl, O=S(Cl)Cl. Yields the product CC(C)c1cc(C(C)C)c(S(=O)(=O)n2cc3c4c(cccc42)C(=O)CC3)c(C(C)C)c1. Reaction SMILES: [CH:1]([CH3:2])([CH3:3])[c:4]1[c:5]([S:16](=[O:17])(=[O:18])[n:19]2[cH:20][c:21]([CH2:28][CH2:29][C:30](=[O:31])[OH:32])[c:22]3[cH:23][cH:24][cH:25][cH:26][c:27]23)[c:6]([CH:13]([CH3:14])[CH3:15])[cH:7][c:8]([CH:10]([CH3:11])[CH3:12])[cH:9]1.[CH:37]([Cl:38])([Cl:39])[Cl:40].[S:33]([Cl:34])([Cl:35])=[O:36]>>[CH:1]([CH3:2])([CH3:3])[c:4]1[c:5]([S:16](=[O:17])(=[O:18])[n:19]2[cH:20][c:21]3[c:22]4[c:23]([cH:24][cH:25][cH:26][c:27]24)[C:30](=[O:31])[CH2:29][CH2:28]3)[c:6]([CH:13]([CH3:14])[CH3:15])[cH:7][c:8]([CH:10]([CH3:11])[CH3:12])[cH:9]1. Starting materials: Cc1cccc(C)c1C(=O)N1CC2CNCC2C1, CC#N, ClCCl, O=S(=O)(c1ccccc1)N(CCCI)c1ccc(F)cc1, [K+], [K+], O=C([O-])[O-]. The product is Cc1cccc(C)c1C(=O)N1CC2CN(CCCN(c3ccc(F)cc3)S(=O)(=O)c3ccccc3)CC2C1. Reaction SMILES: [CH3:1][c:2]1[c:3]([C:9](=[O:10])[N:11]2[CH2:12][CH:13]3[CH2:14][NH:15][CH2:16][CH:17]3[CH2:18]2)[c:4]([CH3:8])[cH:5][cH:6][cH:7]1.[CH3:46][C:47]#[N:48].[Cl:49][CH2:50][Cl:51].[F:19][c:20]1[cH:21][cH:22][c:23]([N:26]([S:27](=[O:28])(=[O:29])[c:30]2[cH:31][cH:32][cH:33][cH:34][cH:35]2)[CH2:36][CH2:37][CH2:38][I:39])[cH:24][cH:25]1.[K+:40].[K+:41].[O-:42][C:43]([O-:44])=[O:45]>>[CH3:1][c:2]1[c:3]([C:9](=[O:10])[N:11]2[CH2:12][CH:13]3[CH2:14][N:15]([CH2:38][CH2:37][CH2:36][N:26]([c:23]4[cH:22][cH:21][c:20]([F:19])[cH:25][cH:24]4)[S:27](=[O:28])(=[O:29])[c:30]4[cH:31][cH:32][cH:33][cH:34][cH:35]4)[CH2:16][CH:17]3[CH2:18]2)[c:4]([CH3:8])[cH:5][cH:6][cH:7]1. Starting materials: N1C=NC2=C1C=CC(=C2)CC(C(=O)N2CCC(CC2)C)N (1-(1H-benzimidazol-5-yl-methyl)-2-(4-methyl-piperidin-1-yl)-2-oxo-ethylamine), [N+](=O)([O-])C1=C(C=CC=C1)C1=CC=C(C=C1)S(=O)(=O)Cl (2'-nitro-4-biphenylyl-sulphonic acid chloride). The product is N1C=NC2=C1C=CC(=C2)CC(C(=O)N2CCC(CC2)C)NS(=O)(=O)C2=CC=C(C=C2)C2=C(C=CC=C2)[N+](=O)[O-] (N-[1-(1H-Benzimidazol-5-yl-methyl)-2-(4-methyl-piperidin-1-yl)-2-oxo-ethyl]-2'-nitro-4-biphenylylsulphonamide). RXN SMILES: [NH:1]1[C:5]2[CH:6]=[CH:7][C:8]([CH2:10][CH:11]([NH2:21])[C:12]([N:14]3[CH2:19][CH2:18][CH:17]([CH3:20])[CH2:16][CH2:15]3)=[O:13])=[CH:9][C:4]=2[N:3]=[CH:2]1.[N+:22]([C:25]1[CH:30]=[CH:29][CH:28]=[CH:27][C:26]=1[C:31]1[CH:36]=[CH:35][C:34]([S:37](Cl)(=[O:39])=[O:38])=[CH:33][CH:32]=1)([O-:24])=[O:23]>>[NH:1]1[C:5]2[CH:6]=[CH:7][C:8]([CH2:10][CH:11]([NH:21][S:37]([C:34]3[CH:33]=[CH:32][C:31]([C:26]4[CH:27]=[CH:28][CH:29]=[CH:30][C:25]=4[N+:22]([O-:24])=[O:23])=[CH:36][CH:35]=3)(=[O:38])=[O:39])[C:12]([N:14]3[CH2:19][CH2:18][CH:17]([CH3:20])[CH2:16][CH2:15]3)=[O:13])=[CH:9][C:4]=2[N:3]=[CH:2]1. Reported procedure: Prepared from 1-(1H-benzimidazol-5-yl-methyl)-2-(4-methyl-piperidin-1-yl)-2-oxo-ethylamine and 2'-nitro-4-biphenylyl-sulphonic acid chloride analogously to Example 2. Yield: 60.9%. As a reaction SMILES: [Cl:1][C:2]1[CH:7]=[CH:6][C:5]([S:8](Cl)(=[O:10])=[O:9])=[CH:4][CH:3]=1.[NH2:12][CH2:13][CH2:14][CH2:15][CH2:16][CH2:17][CH2:18][CH2:19][C:20]([OH:22])=[O:21]>C(Cl)(Cl)Cl.[OH-].[Na+]>[Cl:1][C:2]1[CH:7]=[CH:6][C:5]([S:8]([NH:12][CH2:13][CH2:14][CH2:15][CH2:16][CH2:17][CH2:18][CH2:19][C:20]([OH:22])=[O:21])(=[O:10])=[O:9])=[CH:4][CH:3]=1 |f:3.4|. Reactants: ClC1=CC=C(C=C1)S(=O)(=O)Cl (4-chlorobenzenesulphonyl chloride), NCCCCCCCC(=O)O (8-aminooctanoic acid). Reported procedure: A solution of 4-chlorobenzenesulphonyl chloride (6 mmol) in chloroform (2.5 ml) was added to a solution of 8-aminooctanoic acid (6 mmol) in 10% sodium hydroxide solution (10 ml). The mixture was stirred at room temperature for 24 hours and was then extracted with chloroform (4×40 ml), the chloroform layers being discarded. The aqueous layer was acidified to pH1 with conc. HCl and was extracted with chloroform (4×100 ml). The combined chloroform extracts were then dried (Mg SO4). Concentration an... The product is ClC1=CC=C(C=C1)S(=O)(=O)NCCCCCCCC(=O)O (8-(4-chlorobenzenesulphonamido)-octanoic acid). The solvent is C(Cl)(Cl)Cl (chloroform), [OH-].[Na+] (sodium hydroxide). Conditions: time 24 hour. The reactants are C(CCCC=C)C(C(=O)O)(C(=O)O)CCCCC=C (2,2-di-(5-hexenyl)malonic acid), C(CCC=C)C(C(=O)O)(C(=O)O)CCCC=C (di(4-pentenyl)malonic acid), C(CC(=O)OCC)(=O)OCC (diethyl malonate), [H-].[Na+] (NaH), BrCCCCC=C (6-bromo-1-hexene). The solvent is C1CCOC1 (THF). Reaction conditions: time 1 hour. The product is C(CCCC=C)C(C(=O)O)CCCCC=C (2-(5-hexenyl)-7-octenoic acid). Isolated yield 13.6%. Reaction SMILES: C(C(CCCC=C)(C(O)=O)C(O)=O)CCC=C.C(OCC)(=O)CC(OCC)=O.[H-].[Na+].BrCCCCC=C.[CH2:38]([C:44]([CH2:51][CH2:52][CH2:53][CH2:54][CH:55]=[CH2:56])(C(O)=O)[C:45]([OH:47])=[O:46])[CH2:39][CH2:40][CH2:41][CH:42]=[CH2:43]>C1COCC1>[CH2:51]([CH:44]([CH2:38][CH2:39][CH2:40][CH2:41][CH:42]=[CH2:43])[C:45]([OH:47])=[O:46])[CH2:52][CH2:53][CH2:54][CH:55]=[CH2:56] |f:2.3|. Reported procedure: Using a procedure identical to that described in Example 58 for the synthesis of di(4-pentenyl)malonic acid, diethyl malonate (25 g, 156 mmol) was dissolved in 150 mL dry THF in a 3 necked round bottom flask, and was reacted with NaH (18.74 g of 60% dispersion in mineral oil, 469 mmol, 3.0 eq.) and 6-bromo-1-hexene (63.6 g, 390 mmol, 2.5 eq.) and saponified/neutralized. The resultant yellow-brown oil, 2,2-di-(5-hexenyl)malonic acid, was placed in an oversized round-bottomed flask equipped with a...